This data is from the Open Reaction Database (ORD), a public repository of structured organic reaction records. The task is: describe an organic reaction: reactants, conditions, products, and yield Reactants: [Al+3], CS(=O)(=O)Cl, Cc1ccc(C)cc1, [Cl-], [Cl-], [Cl-]. Yields the product Cc1ccc(C)c(Cl)c1. RXN SMILES: [Al+3:15].[CH3:1][S:2](=[O:3])(=[O:4])[Cl:5].[CH3:6][c:7]1[cH:8][cH:9][c:10]([CH3:11])[cH:12][cH:13]1.[Cl-:14].[Cl-:16].[Cl-:17]>>[CH3:6][c:7]1[c:8]([Cl:14])[cH:9][c:10]([CH3:11])[cH:12][cH:13]1. Reactants: C(C(=C)C)(=O)O[SiH2]C(C1=CC=CC=C1)C1=CC=CC=C1 (Diphenylmethylsilyl methacrylate), C(C(=C)C)(=O)OC(C1=CC=CC=C1)(C)C (dimethylbenzyl methacrylate), CO (methanol), CC(C)(C#N)N=NC(C)(C)C#N (AIBN). The solvent is C1(=CC=CC=C1)C (toluene), C1(=CC=CC=C1)C (toluene), C1(=CC=CC=C1)C (toluene). Run at time 8 hour. Product: C(C(=C)C)(=O)O[SiH2]C(C1=CC=CC=C1)C1=CC=CC=C1.C(C(=C)C)(=O)OC(C1=CC=CC=C1)(C)C (diphenylmethylsilyl methacrylate dimethylbenzyl methacrylate). Isolated yield 88.0%. RXN SMILES: [C:1]([O:6][SiH2:7][CH:8]([C:15]1[CH:20]=[CH:19][CH:18]=[CH:17][CH:16]=1)[C:9]1[CH:14]=[CH:13][CH:12]=[CH:11][CH:10]=1)(=[O:5])[C:2]([CH3:4])=[CH2:3].[C:21]([O:26][C:27]([CH3:35])([CH3:34])[C:28]1[CH:33]=[CH:32][CH:31]=[CH:30][CH:29]=1)(=[O:25])[C:22]([CH3:24])=[CH2:23].CC(N=NC(C#N)(C)C)(C#N)C.CO>C1(C)C=CC=CC=1>[C:1]([O:6][SiH2:7][CH:8]([C:15]1[CH:16]=[CH:17][CH:18]=[CH:19][CH:20]=1)[C:9]1[CH:10]=[CH:11][CH:12]=[CH:13][CH:14]=1)(=[O:5])[C:2]([CH3:4])=[CH2:3].[C:21]([O:26][C:27]([CH3:35])([CH3:34])[C:28]1[CH:29]=[CH:30][CH:31]=[CH:32][CH:33]=1)(=[O:25])[C:22]([CH3:24])=[CH2:23] |f:5.6|. Procedure: Diphenylmethylsilyl methacrylate and dimethylbenzyl methacrylate were mixed at a mixing ratio of 1:1 so as to form a toluene solution having a monomer concentration of 5 mol/liter. Next, 2 mol %, on the basis of the monomer, of AIBN was added to the mixture, and the mixture was retained in an oil bath at 80° C. for 8 hours with stirring. Then, the mixture was left standing at room temperature to cool, and the reaction product was diluted with toluene. The toluene solution was dropped into large ...